This data is from the Open Reaction Database (ORD), a public repository of structured organic reaction records. The task is: describe an organic reaction: reactants, conditions, products, and yield Reactants: C(C1=CC=CC=C1)OC(=O)N[C@@H](C(C)C(F)(F)F)C(=O)NC=1C=C(CC2(CC2)C(=O)OC(C)(C)C)C=CC1F (tert-Butyl 1-[3-({N-[(benzyloxy)carbonyl]-4,4,4-trifluorovalyl}amino)-4-fluorobenzyl]cyclopropanecarboxylate). Reagents/catalysts: [Pd] (palladium on carbon). Run in C(C)O (ethanol), C1CCOC1 (THF). Reaction conditions: time 8 hour. Product: FC1=C(C=C(CC2(CC2)C(=O)OC(C)(C)C)C=C1)NC([C@@H](N)C(C)C(F)(F)F)=O ((+/−)-tert-Butyl 1-{4-fluoro-3-[(4,4,4-trifluorovalyl)amino]benzyl}cyclopropanecarboxylate). Reaction SMILES: C(OC([NH:11][C@H:12]([C:19]([NH:21][C:22]1[CH:23]=[C:24]([CH:36]=[CH:37][C:38]=1[F:39])[CH2:25][C:26]1([C:29]([O:31][C:32]([CH3:35])([CH3:34])[CH3:33])=[O:30])[CH2:28][CH2:27]1)=[O:20])[CH:13]([C:15]([F:18])([F:17])[F:16])[CH3:14])=O)C1C=CC=CC=1>C(O)C.C1COCC1.[Pd]>[F:39][C:38]1[CH:37]=[CH:36][C:24]([CH2:25][C:26]2([C:29]([O:31][C:32]([CH3:35])([CH3:33])[CH3:34])=[O:30])[CH2:28][CH2:27]2)=[CH:23][C:22]=1[NH:21][C:19](=[O:20])[C@H:12]([CH:13]([C:15]([F:18])([F:17])[F:16])[CH3:14])[NH2:11]. Procedure: 5.31 g (9.61 mmol) of tert-butyl 1-[3-({N-[(benzyloxy)carbonyl]-4,4,4-trifluorovalyl}amino)-4-fluorobenzyl]cyclopropanecarboxylate (Example 32A, racemic diastereomer mixture) were dissolved in a mixture of 100 ml of ethanol and 20 ml of THF. The solution was inertized with argon, and 511 mg of palladium on carbon (10%) were added. The reaction mixture was stirred vigorously at standard pressure under an atmosphere of hydrogen overnight. After filtration through kieselguhr and washing with ethano...